From a dataset of the Open Reaction Database (ORD), a public repository of structured organic reaction records. describe an organic reaction: reactants, conditions, products, and yield Starting materials: COc1cccc(OC(F)(F)F)c1, COc1ccc(C)cc1C1(N2CC(O)CC2C(=O)N(C)C)C(=O)Nc2ccc(Cl)cc21, O=S(=O)(Cl)Cl. The product is COc1ccc(S(=O)(=O)N2C(=O)C(c3cc(C)ccc3OC)(N3CC(O)CC3C(=O)N(C)C)c3cc(Cl)ccc32)c(OC(F)(F)F)c1. RXN SMILES: [CH3:37][O:38][c:39]1[cH:40][c:41]([O:45][C:46]([F:47])([F:48])[F:49])[cH:42][cH:43][cH:44]1.[Cl:1][c:2]1[cH:3][c:4]2[c:8]([cH:9][cH:10]1)[NH:7][C:6](=[O:11])[C:5]2([c:12]1[c:13]([O:19][CH3:20])[cH:14][cH:15][c:16]([CH3:18])[cH:17]1)[N:21]1[CH:22]([C:23](=[O:24])[N:25]([CH3:26])[CH3:27])[CH2:28][CH:29]([OH:31])[CH2:30]1.[S:32](=[O:33])(=[O:34])([Cl:35])[Cl:36]>>[Cl:1][c:2]1[cH:3][c:4]2[c:8]([cH:9][cH:10]1)[N:7]([S:32](=[O:33])(=[O:34])[c:42]1[c:41]([O:45][C:46]([F:47])([F:48])[F:49])[cH:40][c:39]([O:38][CH3:37])[cH:44][cH:43]1)[C:6](=[O:11])[C:5]2([c:12]1[c:13]([O:19][CH3:20])[cH:14][cH:15][c:16]([CH3:18])[cH:17]1)[N:21]1[CH:22]([C:23](=[O:24])[N:25]([CH3:26])[CH3:27])[CH2:28][CH:29]([OH:31])[CH2:30]1. The reactants are OC1=CC=2C3=C(N(C2C=C1)C)C(CC3)=O (7-hydroxy-4-methyl-1,4-dihydrocyclopent[b]indol-3(2H)-one), C(C#C)N (propargyl amine). The reagents and catalysts are CC([O-])C.[Ti+4].CC([O-])C.CC([O-])C.CC([O-])C (titanium (IV) isopropoxide). Solvent: C(C)#N (acetonitrile). Conditions: time 16 hour. The product is CN1C2=C(C=3C=C(C=CC13)O)CCC2=NCC#C (4-methyl-3-(2-propynyl)imino-1,2,3,4-tetrahydrocyclopent[b]indol-7-ol). RXN SMILES: [OH:1][C:2]1[CH:10]=[CH:9][C:8]2[N:7]([CH3:11])[C:6]3[C:12](=O)[CH2:13][CH2:14][C:5]=3[C:4]=2[CH:3]=1.[CH2:16]([NH2:19])[C:17]#[CH:18]>C(#N)C.CC(C)[O-].[Ti+4].CC(C)[O-].CC(C)[O-].CC(C)[O-]>[CH3:11][N:7]1[C:8]2[CH:9]=[CH:10][C:2]([OH:1])=[CH:3][C:4]=2[C:5]2[CH2:14][CH2:13][C:12](=[N:19][CH2:16][C:17]#[CH:18])[C:6]1=2 |f:3.4.5.6.7|. Procedure: To a stirred suspension of 7-hydroxy-4-methyl-1,4-dihydrocyclopent[b]indol-3(2H)-one (5.5 g) in acetonitrile (100 ml) was added propargyl amine (3.0 g), the solution was stirred at room temperature under a nitrogen atmosphere while titanium (IV) isopropoxide (15.6 g) was added in a dropwise manner. The mixture was stirred for 16 hours before quenching with ice water. The mixture was filtered, the solids were washed with CH2Cl2, the layers were separated and the organic portion was dried (Na2SO4)...